This data is from the Open Reaction Database (ORD), a public repository of structured organic reaction records. The task is: describe an organic reaction: reactants, conditions, products, and yield Yields the product FS(=O)(=O)[O-].C(C1=CC=CC=C1)OC1=[N+](SC=C1)C (3-benzyloxy-2-methylisothiazolium fluorosulfonate). Procedure: 3-Benzyloxyisothiazole (3.0 g, 0.016 mol) and 5 ml of methyl fluorosulfonate were heated at 60° for 30 min. After cooling, the solid was washed with ether to yield 4.3 g (90%) of 3-benzyloxy-2-methylisothiazolium fluorosulfonate, mp 75°-78° C. (d). Reaction SMILES: [CH2:1]([O:8][C:9]1[CH:13]=[CH:12][S:11][N:10]=1)[C:2]1[CH:7]=[CH:6][CH:5]=[CH:4][CH:3]=1.[F:14][S:15]([O:18][CH3:19])(=[O:17])=[O:16]>>[F:14][S:15]([O-:18])(=[O:17])=[O:16].[CH2:1]([O:8][C:9]1[CH:13]=[CH:12][S:11][N+:10]=1[CH3:19])[C:2]1[CH:3]=[CH:4][CH:5]=[CH:6][CH:7]=1 |f:2.3|. Reactants: C(C1=CC=CC=C1)OC1=NSC=C1 (3-Benzyloxyisothiazole), FS(=O)(=O)OC (methyl fluorosulfonate). The yield is 90.0%. The reactants are C(C1=CC=CC=C1)N1CCNCC1 (N-benzylpiperazine), [H-].[Na+] (sodium hydride), CC1(OCC(O1)COS(=O)(=O)C1=CC=C(C=C1)C)C (toluene-4-sulfonic acid 2,2-dimethyl-[1,3]dioxolan-4-ylmethyl ester). Run in CN(C=O)C (dimethylformamide). Run at time 8 hour. The product is CC1(OCC(O1)CN1CCNCC1)C (1-(2,2-Dimethyl-[1,3]dioxolan-4-ylmethyl)-piperazine). RXN SMILES: [CH2:1]([N:8]1[CH2:13][CH2:12][NH:11][CH2:10][CH2:9]1)[C:2]1[CH:7]=CC=CC=1.[H-].[Na+].[CH3:16][C:17]1([CH3:34])[O:21]C(COS(C2C=CC(C)=CC=2)(=O)=O)C[O:18]1>CN(C)C=O>[CH3:16][C:17]1([CH3:34])[O:21][CH:2]([CH2:1][N:8]2[CH2:9][CH2:10][NH:11][CH2:12][CH2:13]2)[CH2:7][O:18]1 |f:1.2|. Procedure: A solution of 2.6 ml N-benzylpiperazine in dimethylformamide (30 ml) is treated slowly with sodium hydride (510 mg). To this suspension is added toluene-4-sulfonic acid 2,2-dimethyl-[1,3]dioxolan-4-ylmethyl ester (0.8 g) and the mixture stirred overnight. The reaction mixture is evaporated, the residue is trated with water and the product extracted with ethyl acetate. The organic extract is dried and evaporated. The crude product is purified by flash chromatography on silica gel using heptane/et... The reactants are [BH4-].[Na+] (sodium borohydride), [OH-].[Na+] (sodium hydroxide), O=C(C(CC)N1CCNCC1)C=1C=C2CCC(NC2=CC1)=O (6-(1-oxo-2-piperazinylbutyl)-3,4-dihydrocarbostyril), Cl (hydrochloric acid). Solvent: CO (methanol), O (water). Reaction conditions: time 15 minute. The product is OC(C(CC)N1CCNCC1)C=1C=C2CCC(NC2=CC1)=O (6-(1-hydroxy-2-piperazinylbutyl)-3,4-dihydrocarbostyril). Reaction SMILES: [O:1]=[C:2]([C:12]1[CH:13]=[C:14]2[C:19](=[CH:20][CH:21]=1)[NH:18][C:17](=[O:22])[CH2:16][CH2:15]2)[CH:3]([N:6]1[CH2:11][CH2:10][NH:9][CH2:8][CH2:7]1)[CH2:4][CH3:5].[BH4-].[Na+].Cl.[OH-].[Na+]>CO.O>[OH:1][CH:2]([C:12]1[CH:13]=[C:14]2[C:19](=[CH:20][CH:21]=1)[NH:18][C:17](=[O:22])[CH2:16][CH2:15]2)[CH:3]([N:6]1[CH2:11][CH2:10][NH:9][CH2:8][CH2:7]1)[CH2:4][CH3:5] |f:1.2,4.5|. Procedure details: 2.5 Grams of 6-(1-oxo-2-piperazinylbutyl)-3,4-dihydrocarbostyril was mixed in 80 ml of methanol and 1.6 g of sodium borohydride was added gradually under stirring at a room temperature in 15 minutes and further stirred at a room temperature for 2 hours. To the reaction mixture was added 5 ml of concentrated hydrochloric acid and the reaction mixture was concentrated under a reduced pressure to dryness. The residue thus obtained was dissolved by adding 10 ml of water and the pH of the solution wa...